Dataset: the Open Reaction Database (ORD), a public repository of structured organic reaction records. Task: describe an organic reaction: reactants, conditions, products, and yield Reactants: ice water, C(C)(C)(C)C=1N=C(SC1)C=1OC2=C(C1)C=C(C=C2)CC=2SC=C(N2)C(=O)O (4-tert-butyl-2-{5-[(4-carboxythiazol-2-yl)methyl]benzofuran-2-yl}thiazole), CC1=C(C=CC=C1)S(=O)(=O)N (2-methylbenzenesulfonamide), Cl.CN(CCCN=C=NCC)C (1-(3-dimethylaminopropyl)-3-ethylcarbodiimide hydrochloride). Reagents/catalysts: CN(C1=CC=NC=C1)C (4-dimethylaminopyridine). The solvent is CN(C=O)C (N,N-dimethylformamide). The product is C(C)(C)(C)C=1N=C(SC1)C=1OC2=C(C1)C=C(C=C2)CC=2SC=C(N2)C(NS(=O)(=O)C2=C(C=CC=C2)C)=O (4-tert-butyl-2-{5-{{4-[N-(2-methylphenylsulfonyl)carbamoyl]thiazol-2-yl}methyl}-benzofuran-2-yl}thiazole). Isolated yield 65.0%. Reaction SMILES: [C:1]([C:5]1[N:6]=[C:7]([C:10]2[O:11][C:12]3[CH:18]=[CH:17][C:16]([CH2:19][C:20]4[S:21][CH:22]=[C:23]([C:25](O)=[O:26])[N:24]=4)=[CH:15][C:13]=3[CH:14]=2)[S:8][CH:9]=1)([CH3:4])([CH3:3])[CH3:2].[CH3:28][C:29]1[CH:34]=[CH:33][CH:32]=[CH:31][C:30]=1[S:35]([NH2:38])(=[O:37])=[O:36].Cl.CN(C)CCCN=C=NCC>CN(C)C1C=CN=CC=1.CN(C)C=O>[C:1]([C:5]1[N:6]=[C:7]([C:10]2[O:11][C:12]3[CH:18]=[CH:17][C:16]([CH2:19][C:20]4[S:21][CH:22]=[C:23]([C:25](=[O:26])[NH:38][S:35]([C:30]5[CH:31]=[CH:32][CH:33]=[CH:34][C:29]=5[CH3:28])(=[O:36])=[O:37])[N:24]=4)=[CH:15][C:13]=3[CH:14]=2)[S:8][CH:9]=1)([CH3:2])([CH3:4])[CH3:3] |f:2.3|. Reported procedure: A solution of 4-tert-butyl-2-{5-[(4-carboxythiazol-2-yl)methyl]benzofuran-2-yl}thiazole (0.20 g), 2-methylbenzenesulfonamide (0.10 g), 4-dimethylaminopyridine (0.12 g) and 1-(3-dimethylaminopropyl)-3-ethylcarbodiimide hydrochloride (0.19 g) in N,N-dimethylformamide (6 ml) was stirred at ambient temperature for 2 days. The resulting mixture was poured into ice-water and extracted with ethyl acetate. The organic layer was washed with brine, dried over magnesium sulfate and concentrated in reduced ... Reactants: ClCC#N (chloroacetonitrile), SC1=C(C(=O)O)C=CC=N1 (2-mercaptonicotinic acid), C([O-])(O)=O.[K+] (potassium bicarbonate), [I-].[K+] (potassium iodide), CN(C=O)C (dimethylformamide), [Cl-].[Na+] (sodium chloride). The solvent is O (water). Reported procedure: 12 Grams (0.16 mole) of chloroacetonitrile was added to a stirred suspension of 6.2 g (0.04 mole) of 2-mercaptonicotinic acid, 8.0 g (0.08 mole) of potassium bicarbonate, and 20 g (0.12 mole) of potassium iodide in 100 ml of dimethylformamide at 10° under nitrogen. The reaction was stirred at 10° for 7 hr., then at 25° for 15 hr. The reaction mixture was then poured into water, saturated with sodium chloride and filtered. The resulting solid was dissolved in methylene chloride, dried with magnes... Run at time 7 hour. Product: C(#N)CSC1=C(C(=O)OCC#N)C=CC=N1 (cyanomethyl 2-(cyanomethylthio)nicotinate). RXN SMILES: Cl[CH2:2][C:3]#[N:4].[SH:5][C:6]1[N:14]=[CH:13][CH:12]=[CH:11][C:7]=1[C:8]([OH:10])=[O:9].[C:15](=O)(O)[O-].[K+].[I-].[K+].[Cl-].[Na+].C[N:25]([CH3:28])C=O>O>[C:3]([CH2:2][S:5][C:6]1[N:14]=[CH:13][CH:12]=[CH:11][C:7]=1[C:8]([O:10][CH2:15][C:28]#[N:25])=[O:9])#[N:4] |f:2.3,4.5,6.7|. Starting materials: O=CC(=O)O, COc1ccc(C=CC(C)=O)cc1, CC(=O)O, O, O. Product: COc1ccc(C=CC(=O)C=CC(=O)O)cc1. Reaction SMILES: [C:15]([CH:16]=[O:17])(=[O:18])[OH:19].[CH3:1][O:2][c:3]1[cH:4][cH:5][c:6]([CH:9]=[CH:10][C:11]([CH3:12])=[O:13])[cH:7][cH:8]1.[CH3:20][C:21](=[O:22])[OH:23].[OH2:14].[OH2:24]>>[CH3:1][O:2][c:3]1[cH:4][cH:5][c:6]([CH:9]=[CH:10][C:11]([CH:12]=[CH:16][C:15](=[O:18])[OH:19])=[O:13])[cH:7][cH:8]1. The reactants are CO, Cl, Nc1ccc(N2CCC(=O)CC2)cc1, CON. Yields the product CON=C1CCN(c2ccc(N)cc2)CC1. Reaction SMILES: [CH3:19][OH:20].[ClH:15].[NH2:1][c:2]1[cH:3][cH:4][c:5]([N:8]2[CH2:9][CH2:10][C:11](=[O:14])[CH2:12][CH2:13]2)[cH:6][cH:7]1.[O:16]([CH3:17])[NH2:18]>>[NH2:1][c:2]1[cH:3][cH:4][c:5]([N:8]2[CH2:9][CH2:10][C:11](=[N:18][O:16][CH3:17])[CH2:12][CH2:13]2)[cH:6][cH:7]1. Product: ClC1=C(C=C(C(=C1)F)C1=NN(C(=C1Cl)C(F)(F)F)C)CSCC(=O)OCC ((((2-chloro-5-(4-chloro-1-methyl-5-(trifluoromethyl)-1H-pyrazol-3-yl)-4-fluorophenyl)methyl)thio)acetic acid, ethyl ester). The reactants are BrCC=1C(=CC(=C(C1)C1=NN(C(=C1Cl)C(F)(F)F)C)F)Cl (3-[5-(bromomethyl)-4-chloro-2-fluorophenyl]-4-chloro-1-methyl-5-(trifluoromethyl)-1H-pyrazole), SCC(=O)OCC (ethyl mercaptoacetate), C(=O)([O-])[O-].[K+].[K+] (K2CO3). As a reaction SMILES: Br[CH2:2][C:3]1[C:4]([Cl:21])=[CH:5][C:6]([F:20])=[C:7]([C:9]2[C:13]([Cl:14])=[C:12]([C:15]([F:18])([F:17])[F:16])[N:11]([CH3:19])[N:10]=2)[CH:8]=1.[SH:22][CH2:23][C:24]([O:26][CH2:27][CH3:28])=[O:25].C([O-])([O-])=O.[K+].[K+]>CC(C)=O>[Cl:21][C:4]1[CH:5]=[C:6]([F:20])[C:7]([C:9]2[C:13]([Cl:14])=[C:12]([C:15]([F:18])([F:17])[F:16])[N:11]([CH3:19])[N:10]=2)=[CH:8][C:3]=1[CH2:2][S:22][CH2:23][C:24]([O:26][CH2:27][CH3:28])=[O:25] |f:2.3.4|. Conditions: time 8 hour. Yield: 96.0%. Solvent: CC(=O)C (acetone). Procedure: A mixture of 1.62 g (4.0 mmole) 3-[5-(bromomethyl)-4-chloro-2-fluorophenyl]-4-chloro-1-methyl-5-(trifluoromethyl)-1H-pyrazole, 0.44 mL ethyl mercaptoacetate and 0.55 g K2CO3 was slurried in 25 mL of acetone. The reaction mixture was allowed to stir at room temperature overnight. After dilution with 100 mL of cold water, the mixture was extracted with ethyl acetate, the organic extracts washed with water, dried with MgSO4 and concentrated in vacuo. The residue was purified by chromatography to af... Starting materials: CCCC(OCCO[Si](C)(C)C(C)(C)C)(c1cccc(Cl)c1)C1CCCN(C(=O)OC(C)(C)C)C1, CCCC[N+](CCCC)(CCCC)CCCC, CC#N, [F-]. Yields the product CCCC(OCCO)(c1cccc(Cl)c1)C1CCCN(C(=O)OC(C)(C)C)C1. As a reaction SMILES: [C:1]([Si:2]([CH3:3])([CH3:4])[O:6][CH2:7][CH2:8][O:9][C:10]([CH2:11][CH2:12][CH3:13])([c:14]1[cH:15][c:16]([Cl:20])[cH:17][cH:18][cH:19]1)[CH:21]1[CH2:22][N:23]([C:27](=[O:28])[O:29][C:30]([CH3:31])([CH3:32])[CH3:33])[CH2:24][CH2:25][CH2:26]1)([CH3:5])([CH3:34])[CH3:35].[CH2:37]([N+:38]([CH2:39][CH2:40][CH2:41][CH3:42])([CH2:43][CH2:44][CH2:45][CH3:46])[CH2:47][CH2:48][CH2:49][CH3:50])[CH2:51][CH2:52][CH3:53].[CH3:54][C:55]#[N:56].[F-:36]>>[OH:6][CH2:7][CH2:8][O:9][C:10]([CH2:11][CH2:12][CH3:13])([c:14]1[cH:15][c:16]([Cl:20])[cH:17][cH:18][cH:19]1)[CH:21]1[CH2:22][N:23]([C:27](=[O:28])[O:29][C:30]([CH3:31])([CH3:32])[CH3:33])[CH2:24][CH2:25][CH2:26]1. Reactants: COCC(=O)NCCC1=CSC=C1 (2-methoxy-N-(2-thiophen-3-yl-ethyl)-acetamide), P(=O)(Cl)(Cl)Cl (phosphorus oxychloride). Run in C(Cl)(Cl)Cl (chloroform). The product is COCC1=NCCC2=C1SC=C2 (7-methoxymethyl-4,5-dihydro-thieno[2,3-c]pyridine). RXN SMILES: [CH3:1][O:2][CH2:3][C:4]([NH:6][CH2:7][CH2:8][C:9]1[CH:13]=[CH:12][S:11][CH:10]=1)=O.P(Cl)(Cl)(Cl)=O>C(Cl)(Cl)Cl>[CH3:1][O:2][CH2:3][C:4]1[C:10]2[S:11][CH:12]=[CH:13][C:9]=2[CH2:8][CH2:7][N:6]=1. Reported procedure: 15.6 g (78.3 mmol) 2-methoxy-N-(2-thiophen-3-yl-ethyl)-acetamide are dissolved in 350 ml chloroform and combined with 35.8 ml (391.4 mmol) phosphorus oxychloride while cooling with an ice bath. The ice bath is removed and the mixture is refluxed for 5 hours. Then it is carefully added to 600 ml of warm sodium hydroxide solution (4N) and the aqueous phase is extracted three times with ethyl acetate. The combined organic phases are dried on sodium sulphate, filtered and evaporated down i. vac. The... Starting materials: [N+](=O)([O-])C1=CC=C(C=C1)F (4-nitrofluorobenzene), OCCN1CCCC1 (1-(2-hydroxyethyl)pyrrolidine), [H-].[Na+] (NaH), resultant mixture. The solvent is C1CCOC1 (THF), C1CCOC1 (THF), C1CCOC1 (THF). Run at temperature 25 celsius, time 30 minute. Product: N1(CCCC1)CCOC1=CC=C(N)C=C1 (4-(2-pyrrolidin-1-ylethoxy)aniline). RXN SMILES: [OH:1][CH2:2][CH2:3][N:4]1[CH2:8][CH2:7][CH2:6][CH2:5]1.[H-].[Na+].[N+:11]([C:14]1[CH:19]=[CH:18][C:17](F)=[CH:16][CH:15]=1)([O-])=O>C1COCC1>[N:4]1([CH2:3][CH2:2][O:1][C:17]2[CH:18]=[CH:19][C:14]([NH2:11])=[CH:15][CH:16]=2)[CH2:8][CH2:7][CH2:6][CH2:5]1 |f:1.2|. Reported procedure: A solution of 1-(2-hydroxyethyl)pyrrolidine in THF was added dropwise to a slurry of NaH in THF under N2 at 25° C. over a 5 min period. The mixture was stirred at 25° C. for 30 min, during which time it turned to a dark amber solution. A solution of 4-nitrofluorobenzene in THF was added dropwise and the resultant mixture was stirred at 25° C. for 48 h. The dark brown solution was carefully quenched by the addition of saturated aqueous NaHCO3 and was diluted with EtOAc. The aqueous layer was extr... RXN SMILES: C(S([O-])=O)O.[Na+].[C:7](#[N:10])[CH:8]=[CH2:9].[CH2:11]=[CH:12][C:13]1[CH:18]=[CH:17][CH:16]=[CH:15][CH:14]=1.C(OO)(C)(C)C.C(N(CC(O)=O)CC(O)=O)CN(CC([O-])=O)CC([O-])=O.[Na+].[Na+]>O>[CH2:9]=[CH:8][C:7]#[N:10].[CH2:11]=[CH:12][C:13]1[CH:18]=[CH:17][CH:16]=[CH:15][CH:14]=1 |f:0.1,5.6.7,9.10|. Starting materials: C(O)S(=O)[O-].[Na+] (Rongalite), C(C)(C)(C)OO (tertiary butyl hydroperoxide), C(C)(C)(C)OO (tertiary butyl hydroperoxide), ferrous sulfate, C(C=C)#N (acrylonitrile), C=CC1=CC=CC=C1 (styrene), C(O)S(=O)[O-].[Na+] (Rongalite), C(C=C)#N (acrylonitrile), C=CC1=CC=CC=C1 (styrene), C(CN(CC(=O)[O-])CC(=O)[O-])N(CC(=O)O)CC(=O)O.[Na+].[Na+] (disodium ethylenediaminetetraacetate). Reaction conditions: time 1 hour. Solvent: O (water), O (water). Product: C=CC#N.C=CC1=CC=CC=C1 (acrylonitrile-styrene copolymer). Reported procedure: After the solution temperature inside the reaction vessel decreased to 60° C., an aqueous solution having 0.4 parts of Rongalite dissolved in 10 parts of distilled water was added. Subsequently, a mixed solution including 11.1 parts of acrylonitrile, 33.2 parts of styrene, and 0.2 parts of tertiary butyl hydroperoxide was dropwise added thereto over about 1 hour to effect polymerization. After the completion of the dropwise addition, the resulting mixture was allowed to stand for 1 hour, and an ...